This data is from the Open Reaction Database (ORD), a public repository of structured organic reaction records. The task is: describe an organic reaction: reactants, conditions, products, and yield Starting materials: BrC=1C=C(C=CC1)CCO (2-(3-bromophenyl)ethanol), C(C)OC(CC(=O)OCC)OCC (ethyl 3,3-diethoxypropionate), ice. The reagents and catalysts are [Ti](Cl)(Cl)(Cl)Cl (Titanium tetrachloride). Run in [N+](=O)([O-])C (nitromethane). Run at time 10 minute. Product: BrC=1C=C2CCOC(C2=CC1)CC(=O)OCC (ethyl (6-bromoisochroman-1-yl)acetate). Reaction SMILES: [Br:1][C:2]1[CH:3]=[C:4]([CH2:8][CH2:9][OH:10])[CH:5]=[CH:6][CH:7]=1.[CH2:11]([O:13][CH:14]([O:21]CC)[CH2:15][C:16](OCC)=O)[CH3:12]>[N+](C)([O-])=O.[Ti](Cl)(Cl)(Cl)Cl>[Br:1][C:2]1[CH:3]=[C:4]2[C:5](=[CH:6][CH:7]=1)[CH:16]([CH2:15][C:14]([O:13][CH2:11][CH3:12])=[O:21])[O:10][CH2:9][CH2:8]2. Reported procedure: Titanium tetrachloride (1M in methylene chloride, 51 ml) is added over a period of 10 min to an ice-cooled mixture of 2-(3-bromophenyl)ethanol (XLV, 4.34 g, 21.6 mmol) and ethyl 3,3-diethoxypropionate (LXXXV, 4.93 g, 25.9 mmol) in nitromethane (5 ml). After stirring for 10 min, the ice bath is removed and the mixture is allowed to stir at 20-25° for 5 hr, at which time it is poured onto ice/aqueous hydrochloric acid (~1N). The mixture is extracted with dichloromethane and backwashed with hydroch...